From a dataset of the Open Reaction Database (ORD), a public repository of structured organic reaction records. describe an organic reaction: reactants, conditions, products, and yield Reactants: C=O (formaldehyde), Cl.COC1=CC2=C(CCN(CC2)C(CCNCC2C3=CC=C(C=C3C2)OCC(=O)NC)=O)C=C1OC (2-{[7-({[3-(7,8-Dimethoxy-1,2,4,5-tetrahydro-3H-3-benzazepin-3-yl)-3-oxopropyl]-amino}methyl)bicyclo[4.2.0]octa-1,3,5-trien-3-yl]oxy}-N-methylacetamide hydrochloride), C(#N)[BH3-].[Na+] (sodium cyanoborohydride). The solvent is C(C)#N (acetonitrile). Run at time 45 minute. Product: Cl.COC1=CC2=C(CCN(CC2)C(CCN(C)CC2C3=CC=C(C=C3C2)OCC(=O)NC)=O)C=C1OC (2-{[7-({[3-(7,8-Dimethoxy-1,2,4,5-tetrahydro-3H-3-benzazepin-3-yl)-3-oxopropyl](methyl)amino}methyl)bicyclo[4.2.0]octa-1,3,5-trien-3-yl]oxy}-N-methylacetamide hydrochloride). As a reaction SMILES: [ClH:1].[CH3:2][O:3][C:4]1[C:34]([O:35][CH3:36])=[CH:33][C:7]2[CH2:8][CH2:9][N:10]([C:13](=[O:32])[CH2:14][CH2:15][NH:16][CH2:17][CH:18]3[CH2:25][C:24]4[C:19]3=[CH:20][CH:21]=[C:22]([O:26][CH2:27][C:28]([NH:30][CH3:31])=[O:29])[CH:23]=4)[CH2:11][CH2:12][C:6]=2[CH:5]=1.C=O.[C:39]([BH3-])#N.[Na+]>C(#N)C>[ClH:1].[CH3:36][O:35][C:34]1[C:4]([O:3][CH3:2])=[CH:5][C:6]2[CH2:12][CH2:11][N:10]([C:13](=[O:32])[CH2:14][CH2:15][N:16]([CH2:17][CH:18]3[CH2:25][C:24]4[C:19]3=[CH:20][CH:21]=[C:22]([O:26][CH2:27][C:28]([NH:30][CH3:31])=[O:29])[CH:23]=4)[CH3:39])[CH2:9][CH2:8][C:7]=2[CH:33]=1 |f:0.1,3.4,6.7|. Procedure: At ambient temperature, to 0.83 g (1.72 mmol) of the compound obtained in Step C of Example 84, dissolved in 32 mL of acetonitrile, there are added, all at once, 1.4 mL (17.2 mmol) of 37% aqueous formaldehyde solution and then 0.22 g (3.44 mmol) of sodium cyanoborohydride. After stirring for 45 minutes at ambient temperature, concentration is carried out and the residue is taken up in 30 mL of water; the aqueous phase is extracted twice with 30 mL of dichloromethane; the organic phases are combi... Starting materials: COC1=C(N)C=CC(=C1)N1CCC(CC1)N1CCP(CC1)(=O)C (2-methoxy-4-[4-(4-methyl-4-oxido-1,4-azaphosphinan-1-yl)piperidin-1-yl]aniline), ClC1=NC=C(C(=N1)Cl)Cl (2,4,5-trichloropyrimidine), ClC1=NC=C(C(=N1)NC1=C(C=C(C=C1)N1CCC(CC1)N1CCP(CC1)(=O)C)OC)Cl (2,5-dichloro-N-{2-methoxy-4-[4-(4-methyl-4-oxido-1,4-azaphosphinan-1-yl)piperidin-1-yl]phenyl}pyrimidin-4-amine), ClC1=NC=C(C(=N1)NC1=C(C=C(C=C1)N1CCC(CC1)N1CCP(CC1)(=O)C)OC)Cl (2,5-dichloro-N-{2-methoxy-4-[4-(4-methyl-4-oxido-1,4-azaphosphinan-1-yl)piperidin-1-yl]phenyl}pyrimidin-4-amine), C1(CC1)C1=CN=C(O1)N (5-cyclopropyl-1,3-oxazol-2-amine). The product is ClC=1C(=NC(=NC1)NC=1OC(=CN1)C1CC1)NC1=C(C=C(C=C1)N1CCC(CC1)N1CCP(CC1)(=O)C)OC (5-chloro-N2-(5-cyclopropyl-1,3-oxazol-2-yl)-N4-{2-methoxy-4-[4-(4-methyl-4-oxido-1,4-azaphosphinan-1-yl)piperidin-1-yl]phenyl}pyrimidine-2,4-diamine). RXN SMILES: COC1C=C(N2CCC(N3CCP(C)(=O)CC3)CC2)C=CC=1N.ClC1N=C(Cl)C(Cl)=CN=1.Cl[C:34]1[N:39]=[C:38]([NH:40][C:41]2[CH:46]=[CH:45][C:44]([N:47]3[CH2:52][CH2:51][CH:50]([N:53]4[CH2:58][CH2:57][P:56]([CH3:60])(=[O:59])[CH2:55][CH2:54]4)[CH2:49][CH2:48]3)=[CH:43][C:42]=2[O:61][CH3:62])[C:37]([Cl:63])=[CH:36][N:35]=1.[CH:64]1([C:67]2[O:71][C:70]([NH2:72])=[N:69][CH:68]=2)[CH2:66][CH2:65]1>>[Cl:63][C:37]1[C:38]([NH:40][C:41]2[CH:46]=[CH:45][C:44]([N:47]3[CH2:48][CH2:49][CH:50]([N:53]4[CH2:58][CH2:57][P:56]([CH3:60])(=[O:59])[CH2:55][CH2:54]4)[CH2:51][CH2:52]3)=[CH:43][C:42]=2[O:61][CH3:62])=[N:39][C:34]([NH:72][C:70]2[O:71][C:67]([CH:64]3[CH2:66][CH2:65]3)=[CH:68][N:69]=2)=[N:35][CH:36]=1. Reported procedure: This compound can be prepared as in Example 32 by reacting 2-methoxy-4-[4-(4-methyl-4-oxido-1,4-azaphosphinan-1-yl)piperidin-1-yl]aniline with 2,4,5-trichloropyrimidine to generate 2,5-dichloro-N-{2-methoxy-4-[4-(4-methyl-4-oxido-1,4-azaphosphinan-1-yl)piperidin-1-yl]phenyl}pyrimidin-4-amine. 2,5-dichloro-N-{2-methoxy-4-[4-(4-methyl-4-oxido-1,4-azaphosphinan-1-yl)piperidin-1-yl]phenyl}pyrimidin-4-amine is then reacted with 5-cyclopropyl-1,3-oxazol-2-amine according to the procedure described in ... Reactants: phosphazene, FC(CO)(F)F (2,2,2-trifluoroethanol), ClC1=NOC(=N1)C1CN(CC(C1)C1=CC=C(C=C1)C(F)(F)F)C(=O)N1CCOCC1 ({3-(3-Chloro-1,2,4-oxadiazol-5-yl)-5-[4-(trifluoromethyl)phenyl]piperidin-1-yl}(morpholin-4-yl)methanone). The solvent is O1CCOCC1 (1,4-dioxane), O1CCOCC1 (1,4-dioxane). Reaction conditions: time 2 hour. Yields the product N1(CCOCC1)C(=O)N1CC(CC(C1)C1=CC=C(C=C1)C(F)(F)F)C1=NC(=NO1)OCC(F)(F)F (Morpholin-4-yl{3-[3-(2,2,2-trifluoroethoxy)-1,2,4-oxadiazol-5-yl]-5-[4-(trifluoromethyl)phenyl]piperidin-1-yl}methanone). As a reaction SMILES: [F:1][C:2]([F:6])([F:5])[CH2:3][OH:4].Cl[C:8]1[N:12]=[C:11]([CH:13]2[CH2:18][CH:17]([C:19]3[CH:24]=[CH:23][C:22]([C:25]([F:28])([F:27])[F:26])=[CH:21][CH:20]=3)[CH2:16][N:15]([C:29]([N:31]3[CH2:36][CH2:35][O:34][CH2:33][CH2:32]3)=[O:30])[CH2:14]2)[O:10][N:9]=1>O1CCOCC1>[N:31]1([C:29]([N:15]2[CH2:16][CH:17]([C:19]3[CH:20]=[CH:21][C:22]([C:25]([F:27])([F:28])[F:26])=[CH:23][CH:24]=3)[CH2:18][CH:13]([C:11]3[O:10][N:9]=[C:8]([O:4][CH2:3][C:2]([F:6])([F:5])[F:1])[N:12]=3)[CH2:14]2)=[O:30])[CH2:32][CH2:33][O:34][CH2:35][CH2:36]1. Procedure details: To a solution of 112 mg (1.12 mmol) of 2,2,2-trifluoroethanol in 4.00 ml of 1,4-dioxane were added, at RT, 4 Å molecular sieve and 0.23 ml (0.45 mmol; 2 M solution in THF) of phosphazene P4 base. Subsequently, 100 mg (0.225 mmol) of the oxadiazole from Example 23A in 2.0 ml of 1,4-dioxane were added and the reaction mixture was stirred at RT for 2 h. The reaction mixture was filtered, diluted with dichloromethane and washed with 1 N aqueous hydrogen chloride solution. The organic phase was dried... Starting materials: COCC(OC=1C=C(C=C2C=C(NC12)C(=O)O)OC1=CC=C(C=C1)S(=O)(=O)C)C (7-(2-methoxy-1-methylethoxy)-5-[4-(methylsulfonyl)phenoxy]-1H-indole-2-carboxylic acid), Cl.C(C)N=C=NCCCN(C)C (1-ethyl-3-(3-dimethylaminopropyl)carbodiimide hydrochloride), [NH4+].ON1N=NC2=C1C=CC=C2 (1-hydroxybenzotriazole ammonium salt). Run in CN(C=O)C (N,N-dimethylformamide). Run at time 1 hour. Yields the product COCC(OC=1C=C(C=C2C=C(NC12)C(=O)N)OC1=CC=C(C=C1)S(=O)(=O)C)C (7-(2-Methoxy-1-methylethoxy)-5-[4-(methylsulfonyl)phenoxy]-1H-indole-2-carboxamide). As a reaction SMILES: [CH3:1][O:2][CH2:3][CH:4]([CH3:29])[O:5][C:6]1[CH:7]=[C:8]([O:18][C:19]2[CH:24]=[CH:23][C:22]([S:25]([CH3:28])(=[O:27])=[O:26])=[CH:21][CH:20]=2)[CH:9]=[C:10]2[C:14]=1[NH:13][C:12]([C:15](O)=[O:16])=[CH:11]2.Cl.C([N:33]=C=NCCCN(C)C)C.[NH4+].ON1C2C=CC=CC=2N=N1>CN(C)C=O>[CH3:1][O:2][CH2:3][CH:4]([CH3:29])[O:5][C:6]1[CH:7]=[C:8]([O:18][C:19]2[CH:24]=[CH:23][C:22]([S:25]([CH3:28])(=[O:27])=[O:26])=[CH:21][CH:20]=2)[CH:9]=[C:10]2[C:14]=1[NH:13][C:12]([C:15]([NH2:33])=[O:16])=[CH:11]2 |f:1.2,3.4|. Procedure details: To a solution of 7-(2-methoxy-1-methylethoxy)-5-[4-(methylsulfonyl)phenoxy]-1H-indole-2-carboxylic acid (1.072 g) in N,N-dimethylformamide (15 mL) were added 1-ethyl-3-(3-dimethylaminopropyl)carbodiimide hydrochloride (0.98 g) and 1-hydroxybenzotriazole ammonium salt (0.788 g) at room temperature. The mixture was stirred at room temperature for 1 h. The mixture was concentrated in vacuo. Water and ethyl acetate were added to the residue and the resultant was extracted with ethyl acetate. The org...